Task: describe an organic reaction: reactants, conditions, products, and yield. Dataset: the Open Reaction Database (ORD), a public repository of structured organic reaction records Reported procedure: 7 g of the addition compound described in Example 22, 1 g of a polysiloxane-polyalkylene glycol of Example 32 (foam stabilizer) and 200 g of a mixture of 70% by weight of crude diphenylmethane diisocyanate which had been prepared by aniline formaldehyde condensation followed by phosgenation, and 30% by weight of the distillation residue obtained from the preparation of tolylene diisocyanate were vigorously stirred together as described in Example 36. The isocyanate mixture has an isocyanate cont... Yields the product CC=1C(=CC(=CC1)N=C=O)N=C=O (tolylene diisocyanate). RXN SMILES: [N-:1]=[C:2]=[O:3].[N-:4]=[C:5]=[O:6].[C:7]1([CH2:13]C2C=CC=CC=2)[CH:12]=[CH:11][CH:10]=[CH:9][CH:8]=1.N(C=O)C1C=CC=CC=1>>[CH3:13][C:7]1[C:8]([N:4]=[C:5]=[O:6])=[CH:9][C:10]([N:1]=[C:2]=[O:3])=[CH:11][CH:12]=1 |f:0.1.2|. The reactants are addition compound, [N-]=C=O.[N-]=C=O.C1(=CC=CC=C1)CC1=CC=CC=C1 (diphenylmethane diisocyanate), N(C1=CC=CC=C1)C=O (aniline formaldehyde), polysiloxane polyalkylene glycol, mixture. Starting materials: C(C)(C)(C)OC(N(C=1C=2N(C=CN1)C(=CN2)C2=CC=C(C=C2)NC(=O)NCC(C)C2=CC=CC=C2)C)=O (Methyl-(3-{4-[3-(2-phenyl-propyl)-ureido]-phenyl}-imidazo[1,2-a]pyrazin-8-yl]-carbamic acid tert-butyl ester), FC(C(=O)O)(F)F (trifluoroacetic acid), O (water). Run at time 12 hour. The product is CNC=1C=2N(C=CN1)C(=CN2)C2=CC=C(C=C2)C(CNC(N)=O)C (4-(8-Methylamino-imidazo[1,2-a]pyrazin-3-yl)-3-(2-phenyl-propyl)-urea). The yield is 90.0%. Reaction SMILES: C(OC(=O)[N:7]([CH3:36])[C:8]1[C:9]2[N:10]([C:14]([C:17]3[CH:22]=[CH:21][C:20](NC(NCC(C4C=CC=CC=4)C)=O)=[CH:19][CH:18]=3)=[CH:15][N:16]=2)[CH:11]=[CH:12][N:13]=1)(C)(C)C.F[C:39](F)(F)[C:40](O)=O.[OH2:45]>>[CH3:36][NH:7][C:8]1[C:9]2[N:10]([C:14]([C:17]3[CH:18]=[CH:19][C:20]([CH:39]([CH3:40])[CH2:36][NH:7][C:8](=[O:45])[NH2:13])=[CH:21][CH:22]=3)=[CH:15][N:16]=2)[CH:11]=[CH:12][N:13]=1. Procedure: To the purified product Y, (68 mg, 0.136 mmol) was added trifluoroacetic acid (2 mL) and water (1 mL). The reaction mixture was then swirled and left to stand for 12 h. The mixture was then concentrated under vacuum and dissolved in dichloromethane (250 mL) dichloromethane (50 mL) and neutralized with saturated bicarbonate solution (150 mL). The organic layer was then dried over sodium sulfate and concentrated under vacuum to provide Example 154 as a white solid. Yield: 90%. Procedure: A solution of methyl glycolate (0.193 g, 2.15 mmol) in THF (21 ml) was treated with ethylvinyl ether (EVE) (1.03 ml, 10.7 mmol) and a catalytic amount of p-TsOH (41 mg). After stirring for 15 min at 0° C., the mixture was diluted with ethyl ether, washed with saturated NaHCO3 aqueous solution, brine, dried (Na2SO4) and evaporated to give methyl (1-ethoxyethoxy)acetate (0.306 g, 87%). Run at temperature 0 celsius, time 15 minute. Run in C(C)OCC (ethyl ether), C1CCOC1 (THF). As a reaction SMILES: [C:1]([O:5][CH3:6])(=[O:4])[CH2:2][OH:3].[CH2:7]([O:9][CH:10]=[CH2:11])[CH3:8].CC1C=CC(S(O)(=O)=O)=CC=1>C1COCC1.C(OCC)C>[CH2:7]([O:9][CH:10]([O:3][CH2:2][C:1]([O:5][CH3:6])=[O:4])[CH3:11])[CH3:8]. The reactants are C(CO)(=O)OC (methyl glycolate), C(C)OC=C (ethylvinyl ether), CC=1C=CC(=CC1)S(=O)(=O)O (p-TsOH). Yields the product C(C)OC(C)OCC(=O)OC (methyl (1-ethoxyethoxy)acetate). Yield: 87.8%. Reactants: N#Cc1ccc(Br)cc1, CCO, Cc1ccccc1, Cl. The product is CCOC(=N)c1ccc(Br)cc1, Cl. Reaction SMILES: [Br:2][c:3]1[cH:4][cH:5][c:6]([C:7]#[N:8])[cH:9][cH:10]1.[CH2:11]([CH3:12])[OH:13].[CH3:14][c:15]1[cH:16][cH:17][cH:18][cH:19][cH:20]1.[ClH:1]>>[Br:2][c:3]1[cH:4][cH:5][c:6]([C:7](=[NH:8])[O:13][CH2:11][CH3:12])[cH:9][cH:10]1.[ClH:1].